Dataset: the Open Reaction Database (ORD), a public repository of structured organic reaction records. Task: describe an organic reaction: reactants, conditions, products, and yield Reactants: C(C)(C)(C)O[C@@H]1[C@]2(CC[C@@H](C=C2CCC1)OC(=S)N1C=NC=C1)C (imidazole-1-carbothioic acid(2S, 4aS, 5S)-O-(5-tert-butoxy-4a-methyl-2,3,4,4a,5,6,7,8-octahydro-naphtalen -2-yl)ester), C(CCC)[SnH](CCCC)CCCC (tributyltinhydride), C(C)B(CC)CC (triethylborane), C(CCC)[SnH](CCCC)CCCC (tributyltinhydride), solution, C(C)B(CC)CC (triethylborane). The solvent is O1CCCC1 (tetrahydrofuran), C1(=CC=CC=C1)C (toluene). Reaction conditions: temperature 120 celsius, time 3 day. The product is C(C)(C)(C)O[C@H]1CCCC2=CCCC[C@]12C ((4S,4aS)-4-tert-Butoxy-4a-methyl-1,2,3,4,4a,5,6,7-octahydro-naphtalene). Yield: 67.9%. As a reaction SMILES: [C:1]([O:5][C@H:6]1[CH2:15][CH2:14][CH2:13][C:12]2[C@:7]1([CH3:24])[CH2:8][CH2:9][C@H:10](OC(N1C=CN=C1)=S)[CH:11]=2)([CH3:4])([CH3:3])[CH3:2].C([SnH](CCCC)CCCC)CCC.C(B(CC)CC)C>C1(C)C=CC=CC=1.O1CCCC1>[C:1]([O:5][C@@H:6]1[C@:7]2([CH3:24])[C:12](=[CH:11][CH2:10][CH2:9][CH2:8]2)[CH2:13][CH2:14][CH2:15]1)([CH3:4])([CH3:2])[CH3:3]. Reported procedure: To a stirred solution of 9.95 g (28.5 mMol) imidazole-1-carbothioic acid(2S, 4aS, 5S)-O-(5-tert-butoxy-4a-methyl-2,3,4,4a,5,6,7,8-octahydro-naphtalen -2-yl)ester in 285 ml toluene kept under argon atmosphere were added 75.7 ml (285 mMol) of tributyltinhydride and 75.7 ml of a one molar solution of triethylborane in tetrahydrofuran. The reaction mixture was heated to 120° C. for 4 hours and additional 20 ml of tributyltinhydride as well as 20 ml of triethylborane solution (one molar in tetrahydro... The reactants are [Br-], CN(C)c1cccc2c(S(=O)(=O)N3CCNCC3)cccc12, O=C(Cl)Oc1ccc(Oc2ccc(C(F)(F)F)cn2)cc1, [K+]. Yields the product CN(C)c1cccc2c(S(=O)(=O)N3CCN(C(=O)Oc4ccc(Oc5ccc(C(F)(F)F)cn5)cc4)CC3)cccc12. Reaction SMILES: [Br-:44].[CH3:22][N:23]([c:24]1[c:25]2[cH:26][cH:27][cH:28][c:29]([S:34](=[O:35])(=[O:36])[N:37]3[CH2:38][CH2:39][NH:40][CH2:41][CH2:42]3)[c:30]2[cH:31][cH:32][cH:33]1)[CH3:43].[Cl:1][C:2](=[O:3])[O:4][c:5]1[cH:6][cH:7][c:8]([O:11][c:12]2[n:13][cH:14][c:15]([C:18]([F:19])([F:20])[F:21])[cH:16][cH:17]2)[cH:9][cH:10]1.[K+:45]>>[C:2](=[O:3])([O:4][c:5]1[cH:6][cH:7][c:8]([O:11][c:12]2[n:13][cH:14][c:15]([C:18]([F:19])([F:20])[F:21])[cH:16][cH:17]2)[cH:9][cH:10]1)[N:40]1[CH2:39][CH2:38][N:37]([S:34]([c:29]2[cH:28][cH:27][cH:26][c:25]3[c:24]([N:23]([CH3:22])[CH3:43])[cH:33][cH:32][cH:31][c:30]32)(=[O:35])=[O:36])[CH2:42][CH2:41]1. Reactants: C(Cl)(Cl)Cl (Chloroform), N1=C(C=CC=C1)CNC(C1=CC(=C(C=C1)NC(C)=O)N)=O (N-(2-pyridylmethyl)-4-acetylamino-3-aminobenzamide), C(C1=CC=CC=C1)OC1=CC=C(CCl)C=C1 (4-benzyloxybenzyl chloride), C(O)([O-])=O.[Na+] (sodium hydrogencarbonate). Solvent: O (water), CN(C=O)C (N,N-dimethylformamide). Conditions: temperature 90 celsius, time 2 hour. Product: N1=C(C=CC=C1)CNC(C1=CC(=C(C=C1)NC(C)=O)NCC1=CC=C(C=C1)OCC1=CC=CC=C1)=O (N-(2-pyridylmethyl)-4-acetylamino-3-(4-benzyloxybenzylamino)benzamide). Isolated yield 32.1%. Reaction SMILES: [N:1]1[CH:6]=[CH:5][CH:4]=[CH:3][C:2]=1[CH2:7][NH:8][C:9](=[O:21])[C:10]1[CH:15]=[CH:14][C:13]([NH:16][C:17](=[O:19])[CH3:18])=[C:12]([NH2:20])[CH:11]=1.[CH2:22]([O:29][C:30]1[CH:37]=[CH:36][C:33]([CH2:34]Cl)=[CH:32][CH:31]=1)[C:23]1[CH:28]=[CH:27][CH:26]=[CH:25][CH:24]=1.C(=O)([O-])O.[Na+].C(Cl)(Cl)Cl>CN(C)C=O.O>[N:1]1[CH:6]=[CH:5][CH:4]=[CH:3][C:2]=1[CH2:7][NH:8][C:9](=[O:21])[C:10]1[CH:15]=[CH:14][C:13]([NH:16][C:17](=[O:19])[CH3:18])=[C:12]([NH:20][CH2:34][C:33]2[CH:36]=[CH:37][C:30]([O:29][CH2:22][C:23]3[CH:28]=[CH:27][CH:26]=[CH:25][CH:24]=3)=[CH:31][CH:32]=2)[CH:11]=1 |f:2.3|. Reported procedure: A solution of 0.80 g of N-(2-pyridylmethyl)-4-acetylamino-3-aminobenzamide in 10 ml of N,N-dimethylformamide were added 1.31 g of 4-benzyloxybenzyl chloride and 1.18 g of sodium hydrogencarbonate, and the mixture was stirred at 90° C. for 2 hours. Chloroform and water were added to the reaction solution, and the chloroform extraction was conducted. The organic layer was washed with water, concentrated, and purified through silica-gel column chromatography to give 0.434 g of N-(2-pyridylmethyl)-4... Starting materials: N=1C=C(N2C1C=CC=C2)C=O (3-imidazo[1,2-a]-pyridinecarboxaldehyde), [BH4-].[Na+] (sodium borohydride), Cl (hydrochloric acid). Run in CO (methanol). Yields the product OCC1=CN=C2N1C=CC=C2 (3-hydroxymethylimidazo[1,2-a]pyridine). Yield: 47.7%. RXN SMILES: [N:1]1[CH:2]=[C:3]([CH:10]=[O:11])[N:4]2[CH:9]=[CH:8][CH:7]=[CH:6][C:5]=12.[BH4-].[Na+].Cl>CO>[OH:11][CH2:10][C:3]1[N:4]2[CH:9]=[CH:8][CH:7]=[CH:6][C:5]2=[N:1][CH:2]=1 |f:1.2|. Reported procedure: A mixture of 9.4 g (0.1 mole) of 2-aminopyridine and 19.2 g (0.11 mole) of 45% aqueous chloroacetaldehyde was stirred, during which spontaneous heating occurred. When the exothermic reaction subsided, the mixture was dissolved in methanol containing 15 ml of concentrated aqueous ammonia and extracted with dichloromethane. The organic layer was dried over magnesium sulfate, filtered, and concentrated in vacuo to an oil. Distillation at 80-83° and 0.2 mm Hg pressure yielded 10.5 g of imidazo[1,2-a... Starting materials: C(C)(=O)C1=CC=C(C=C1)S(=O)(=O)N(C)C (4-acetyl-N,N-dimethyl-benzenesulfonamide), COC1=C(C=O)C=C(C(=C1)OC)C=1N(C2=CC=CC=C2C1)C (2,4-dimethoxy-5-(1-methyl-1H-indol-2-yl)benzaldehyde). Yields the product COC1=C(C=C(C(=C1)OC)C=1N(C2=CC=CC=C2C1)C)/C=C/C(=O)C1=CC=C(C=C1)S(=O)(=O)N(C)C (4-{3E-[2,4-Dimethoxy-5-(1-methyl-1H-indol-2-yl)phenyl]acryloyl}-N,N-dimethylbenzenesulfonamide). Yield: 64.0%. As a reaction SMILES: [C:1]([C:4]1[CH:9]=[CH:8][C:7]([S:10]([N:13]([CH3:15])[CH3:14])(=[O:12])=[O:11])=[CH:6][CH:5]=1)(=[O:3])[CH3:2].[CH3:16][O:17][C:18]1[CH:25]=[C:24]([O:26][CH3:27])[C:23]([C:28]2[N:29]([CH3:37])[C:30]3[C:35]([CH:36]=2)=[CH:34][CH:33]=[CH:32][CH:31]=3)=[CH:22][C:19]=1[CH:20]=O>>[CH3:16][O:17][C:18]1[CH:25]=[C:24]([O:26][CH3:27])[C:23]([C:28]2[N:29]([CH3:37])[C:30]3[C:35]([CH:36]=2)=[CH:34][CH:33]=[CH:32][CH:31]=3)=[CH:22][C:19]=1/[CH:20]=[CH:2]/[C:1]([C:4]1[CH:5]=[CH:6][C:7]([S:10]([N:13]([CH3:14])[CH3:15])(=[O:12])=[O:11])=[CH:8][CH:9]=1)=[O:3]. Procedure: The title compound was prepared in an analogous manner as Ex-1 using 4-acetyl-N,N-dimethyl-benzenesulfonamide (Ex-31A) and 2,4-dimethoxy-5-(1-methyl-1H-indol-2-yl)benzaldehyde (Ex-15A), 64% yield, yellow solid, mp 120–122° C. 1H-NMR (300 MHz, CDCl3) δ 8.18 (d, J=16 Hz, 1H), 8.12 (d, J=8 Hz, 2H), 7.88 (d, J=8 Hz, 2H), 7.69 (s, 1H), 7.64 (d, J=8 Hz, 1H), 7.48 (d, J=16 Hz, 1H), 7.36 (d, J=8 Hz, 1H), 7.22–7.27 (m, 1H), 7.11–7.16 (m, 1H), 6.59 (s, 1H), 6.50 (s, 1H), 4.11 (s, 3H), 3.90 (s, 3H), 3.59 (... RXN SMILES: [C:1]1([C:7]2[CH:8]=[C:9]([C:17]([OH:19])=O)[N:10]([CH2:12][C:13]([F:16])([F:15])[F:14])[N:11]=2)[CH:6]=[CH:5][CH:4]=[CH:3][CH:2]=1.[CH3:20][O:21][CH2:22][CH2:23][N:24]([CH3:32])[C:25]1[CH:30]=[CH:29][C:28]([NH2:31])=[CH:27][N:26]=1>>[CH3:20][O:21][CH2:22][CH2:23][N:24]([CH3:32])[C:25]1[N:26]=[CH:27][C:28]([NH:31][C:17]([C:9]2[N:10]([CH2:12][C:13]([F:14])([F:15])[F:16])[N:11]=[C:7]([C:1]3[CH:2]=[CH:3][CH:4]=[CH:5][CH:6]=3)[CH:8]=2)=[O:19])=[CH:29][CH:30]=1. The reactants are C1(=CC=CC=C1)C=1C=C(N(N1)CC(F)(F)F)C(=O)O (5-phenyl-2-(2,2,2-trifluoro-ethyl)-2H-pyrazole-3-carboxylic acid), COCCN(C1=NC=C(C=C1)N)C (N2-(2-methoxy-ethyl)-N2-methyl-pyridine-2,5-diamine). Reported procedure: With a procedure similar to example 16 above, 5-phenyl-2-(2,2,2-trifluoro-ethyl)-2H-pyrazole-3-carboxylic acid {6-[(2-methoxy-ethyl)-methyl-amino]-pyridin-3-yl}-amide was prepared from 5-phenyl-2-(2,2,2-trifluoro-ethyl)-2H-pyrazole-3-carboxylic acid and N2-(2-methoxy-ethyl)-N2-methyl-pyridine-2,5-diamine. LCMS calcd for C21H22F3N5O2 (m/e) 433, obsd 434 (M+H). The NMR spectrum obtained on the sample is compatible with its structure. The product is COCCN(C1=CC=C(C=N1)NC(=O)C=1N(N=C(C1)C1=CC=CC=C1)CC(F)(F)F)C (5-phenyl-2-(2,2,2-trifluoro-ethyl)-2H-pyrazole-3-carboxylic acid {6-[(2-methoxy-ethyl)-methyl-amino]-pyridin-3-yl}-amide).